This data is from the Open Reaction Database (ORD), a public repository of structured organic reaction records. The task is: describe an organic reaction: reactants, conditions, products, and yield The reactants are BrC=1C=C(C2=C(C=C(O2)CCN(C(OCC)=O)CC(OC)OC)C1)Cl (ethyl 2-(5-bromo-7-chlorobenzofuran-2-yl)ethyl(2,2-dimethoxyethyl)carbamate), [Al+3].[Cl-].[Cl-].[Cl-] (AlCl3). The solvent is ClCCl (dichloromethane). Product: BrC=1C=C(C2=C(C1)C1=C(CCN(C=C1)C(=O)OCC)O2)Cl (ethyl 9-bromo-7-chloro-4,5-dihydro-3H-benzofuro[2,3-d]azepine-3-carboxylate). Yield: 8.9%. As a reaction SMILES: [Br:1][C:2]1[CH:3]=[C:4]([Cl:25])[C:5]2[O:9][C:8]([CH2:10][CH2:11][N:12]([CH2:18][CH:19](OC)OC)[C:13](=[O:17])[O:14][CH2:15][CH3:16])=[CH:7][C:6]=2[CH:24]=1.[Al+3].[Cl-].[Cl-].[Cl-]>ClCCl>[Br:1][C:2]1[CH:3]=[C:4]([Cl:25])[C:5]2[O:9][C:8]3[CH2:10][CH2:11][N:12]([C:13]([O:14][CH2:15][CH3:16])=[O:17])[CH:18]=[CH:19][C:7]=3[C:6]=2[CH:24]=1 |f:1.2.3.4|. Procedure details: To a stirred solution of the product of step B (660 mg, 1.52 mmol) in anhydrous dichloromethane (8 mL) at 0° C. was added AlCl3 (810 mg, 6.07 mmol) and the reaction mixture was allowed to warm to ambient temperature over 3 h before being quenched by addition of aqueous sodium bicarbonate solution. The organic layer was separated and the aqueous solution further extracted with dichloromethane (2×20 mL). The combined organic extracts were dried over anhydrous Na2SO4, filtered and the filtrate conc... Reactants: C(C1=CC=CC=C1)OC(=O)N[C@H]1CN(CC1=O)C(=O)OC(C)(C)C (tert-Butyl (3S)-3-{[(Benzyloxy)carbonyl]amino}-4-oxopyrrolidine-1-carboxylate), C(C=C)[Mg]Br (allyl magnesium bromide). Solvent: C1CCOC1 (THF). Run at time 8 hour. The product is C(C=C)C1(CN(C[C@@H]1NC(=O)OCC1=CC=CC=C1)C(=O)OC(C)(C)C)O (tert-Butyl (4S)-3-Allyl-4-{[(benzyloxy)carbonyl]amino}-3-hydroxypyrrolidine-1-carboxylate). RXN SMILES: [CH2:1]([O:8][C:9]([NH:11][C@@H:12]1[C:16](=[O:17])[CH2:15][N:14]([C:18]([O:20][C:21]([CH3:24])([CH3:23])[CH3:22])=[O:19])[CH2:13]1)=[O:10])[C:2]1[CH:7]=[CH:6][CH:5]=[CH:4][CH:3]=1.[CH2:25]([Mg]Br)[CH:26]=[CH2:27]>C1COCC1>[CH2:27]([C:16]1([OH:17])[C@@H:12]([NH:11][C:9]([O:8][CH2:1][C:2]2[CH:3]=[CH:4][CH:5]=[CH:6][CH:7]=2)=[O:10])[CH2:13][N:14]([C:18]([O:20][C:21]([CH3:24])([CH3:23])[CH3:22])=[O:19])[CH2:15]1)[CH:26]=[CH2:25]. Procedure: To a solution of 1.44 g of the ketone of step B in 20 mL of anhydrous THF cooled at 0° C. was added a solution of 6.2 mL of 1 M allyl magnesium bromide. The color turned dark right away. After being stirred at room temperature overnight, the reaction mixture was quenched with 50/50 mL of EtOAc/water. Water phase was extracted twice with EtOAc. The combined organic phase was dried over Na2SO4 and concentrated under vacuum. Column chromatography on silica gel using 3:1→2:1 hexane/EtOAc as eluent p... Reaction conditions: time 8 hour. Procedure: 6.5 g. of 1,5-diphenylpyrazolo[1,5-a]pyrimidin7(1H)-one (0.0226 mol.) and 18 g. of diphenyl ether are heated at 250°-260° for 90 minutes. After standing overnight, the crystallized 2,6-diphenyl-2H-pyrazolo[3,4-b]pyridin-4-ol is filtered off, washed with ethanol and dried at 80°, yield: 6.1 g. (94%); m.p. 280°-281°. Yields the product C1(=CC=CC=C1)N1N=C2N=C(C=C(C2=C1)O)C1=CC=CC=C1 (2,6-Diphenyl-2H-pyrazolo[3,4-b]pyridin-4-ol). As a reaction SMILES: [C:1]1([N:7]2[N:11]3[C:12](=[O:22])[CH:13]=[C:14]([C:16]4[CH:21]=[CH:20][CH:19]=[CH:18][CH:17]=4)[N:15]=[C:10]3[CH:9]=[CH:8]2)[CH:6]=[CH:5][CH:4]=[CH:3][CH:2]=1.C1(OC2C=CC=CC=2)C=CC=CC=1>>[C:1]1([N:7]2[CH:8]=[C:9]3[C:10]([N:15]=[C:14]([C:16]4[CH:21]=[CH:20][CH:19]=[CH:18][CH:17]=4)[CH:13]=[C:12]3[OH:22])=[N:11]2)[CH:6]=[CH:5][CH:4]=[CH:3][CH:2]=1. Reactants: C1(=CC=CC=C1)N1C=CC=2N1C(C=C(N2)C2=CC=CC=C2)=O (1,5-diphenylpyrazolo[1,5-a]pyrimidin7(1H)-one), C1(=CC=CC=C1)OC1=CC=CC=C1 (diphenyl ether). Starting materials: [NH4+].[Cl-] (NH4Cl), N(=[N+]=[N-])CC(=O)OCC (ethyl azidoacetate), BrC1=C(C=O)C=CC=C1 (2-bromobenzaldehyde), [Na] (sodium). Solvent: ice, C(C)O (ethanol), C(C)O (ethanol). Run at temperature 7.5 celsius, time 30 minute. Yields the product BrC1=C2C=C(NC2=CC=C1)C(=O)OCC (Ethyl 4-Bromo-indolecarboxylate). Reaction SMILES: [N:1]([CH2:4][C:5]([O:7][CH2:8][CH3:9])=[O:6])=[N+]=[N-].[Br:10][C:11]1[CH:18]=[CH:17][CH:16]=[CH:15][C:12]=1[CH:13]=O.[Na].[NH4+].[Cl-]>C(O)C>[Br:10][C:11]1[CH:18]=[CH:17][CH:16]=[C:15]2[C:12]=1[CH:13]=[C:4]([C:5]([O:7][CH2:8][CH3:9])=[O:6])[NH:1]2 |f:3.4,^1:18|. Procedure details: A solution of 23 mL of ethyl azidoacetate and 7.6 mL of 2-bromobenzaldehyde in 40 mL ethanol was added dropwise to a solution of 4.5 g sodium in 180 mL ethanol, in a bath at −10° C., at a rate such that the reaction temperature does not rise above 8° C. After the addition is complete, the mixture is stirred at 5-10° C. for 30 min. The reaction mixture is then poured into a mixture of 28 g of NH4Cl in 1 L ice, and extracted with 1:4 CH2Cl2hexane. The organic phase is filtered through 150 mL silic... As a reaction SMILES: Cl.[NH2:2][C@H:3]([C:8]([NH:10][CH2:11][C:12]([O:14][CH3:15])=[O:13])=[O:9])[CH2:4][CH:5]([CH3:7])[CH3:6].CCN(C(C)C)C(C)C.[CH3:25][C:26]([O:29][C:30]([NH:32][C@H:33]([C:43]([OH:45])=[O:44])[CH2:34][O:35][CH2:36][C:37]1[CH:42]=[CH:41][CH:40]=[CH:39][CH:38]=1)=[O:31])([CH3:28])[CH3:27].[NH2:46][CH2:47][C:48](O)=[O:49].C1C=CC(P(N=[N+]=[N-])(C2C=CC=CC=2)=O)=CC=1>CN(C=O)C.CCOC(C)=O.CCOCC.CCCCCC>[NH:32]([C:30]([O:29][C:26]([CH3:28])([CH3:27])[CH3:25])=[O:31])[C@H:33]([C:43]([OH:45])=[O:44])[CH2:34][OH:35].[NH:46]([CH2:36][C:37]1[CH:38]=[CH:39][CH:40]=[CH:41][CH:42]=1)[CH2:47][C:48]([NH:2][C@H:3]([C:8]([NH:10][CH2:11][C:12]([O:14][CH3:15])=[O:13])=[O:9])[CH2:4][CH:5]([CH3:6])[CH3:7])=[O:49] |f:3.4,8.9|. Run in CCOCC.CCCCCC (Et2O hexane), CN(C)C=O (DMF), CCOC(=O)C (EtOAc), CN(C)C=O (DMF). Reactants: N[C@@H](CC(C)C)C(=O)NCC(=O)OC (H-Leu-Gly-OCH3), CCN(C(C)C)C(C)C (DIEA), Tetrapeptide H-Ser(Bzl)-Gly-Leu-Gly-OCH3, Cl (HCl), CC(C)(C)OC(=O)N[C@@H](COCC1=CC=CC=C1)C(=O)O.NCC(=O)O (Boc-Ser-(Bzl) Gly-OH), C=1C=CC(=CC1)P(=O)(C=2C=CC=CC2)N=[N+]=[N-] (DPPA). Run at temperature 0 celsius. Yields the product N([C@@H](CO)C(=O)O)C(=O)OC(C)(C)C (Boc-Ser), N(CC(=O)N[C@@H](CC(C)C)C(=O)NCC(=O)OC)CC1=CC=CC=C1 (Bzl-Gly-Leu-Gly-OCH3). Reported procedure: Tetrapeptide H-Ser(Bzl)-Gly-Leu-Gly-OCH3 : HCl.H-Leu-Gly-OCH3 (12.2 g, 51.3 mmol) was dissolved in DMF (200 mL). DIEA (24 mL, 139.8 mmol) was added to the solution. This first solution was cooled to 0° C. A second solution of Boc-Ser-(Bzl)-Gly-OH (16.42 g, 46.6 mmol) and DPPA (14.1 g, 51.26 mmol) in DMF (122 mL) was added with stirring to the first solution. The mixture was stirred for 20 h while the temperature of the mixture gradually came to room temperature. Concentration of the reaction mix... Yield: 146.3%. Starting materials: CN(CCNC1=CC(=C(C=C1)NC=1OCC(C1C(=O)OCC)=O)C)C (ethyl 2-[(4-{[2-(dimethylamino)ethyl]amino}-2-methylphenyl)amino]-4-oxo-4,5-dihydrofuran-3-carboxylate), N1C=C(C2=CC=CN=C12)C=O (7-azaindole-3-carboxaldehyde), N1CCCCC1 (piperidine). Solvent: C(C)O (ethanol). Yields the product C(=O)O.N1C=C(C=2C1=NC=CC2)C=C2C(C(=C(O2)NC2=C(C=C(C=C2)NCCN(C)C)C)C(=O)OCC)=O (Ethyl 5-[(1H-pyrrolo[2,3-b]pyridin-3-yl)methylene]-2-[(4-{[2-(dimethylamino)ethyl]amino}-2-methylphenyl)amino]-4-oxo-4,5-dihydrofuran-3-carboxylate formate). The yield is 8.2%. As a reaction SMILES: [CH3:1][N:2]([CH3:25])[CH2:3][CH2:4][NH:5][C:6]1[CH:11]=[CH:10][C:9]([NH:12][C:13]2[O:14][CH2:15][C:16](=[O:23])[C:17]=2[C:18]([O:20][CH2:21][CH3:22])=[O:19])=[C:8]([CH3:24])[CH:7]=1.[NH:26]1[C:34]2[C:29](=[CH:30][CH:31]=[CH:32][N:33]=2)[C:28]([CH:35]=O)=[CH:27]1.N1CCCCC1>C(O)C>[CH:18]([OH:20])=[O:19].[NH:26]1[C:34]2=[N:33][CH:32]=[CH:31][CH:30]=[C:29]2[C:28]([CH:35]=[C:15]2[O:14][C:13]([NH:12][C:9]3[CH:10]=[CH:11][C:6]([NH:5][CH2:4][CH2:3][N:2]([CH3:1])[CH3:25])=[CH:7][C:8]=3[CH3:24])=[C:17]([C:18]([O:20][CH2:21][CH3:22])=[O:19])[C:16]2=[O:23])=[CH:27]1 |f:4.5|. Reported procedure: To a solution of ethyl 2-[(4-{[2-(dimethylamino)ethyl]amino}-2-methylphenyl)amino]-4-oxo-4,5-dihydrofuran-3-carboxylate (0.27 g, 0.70 mmol) which similarly prepared according to the procedure described in the Example 125, First step to Third step and 7-azaindole-3-carboxaldehyde (0.11 g, 0.70 mmol) in ethanol (5.0 mL), piperidine (0.10 mL, 1.0 mmol) was added at ambient temperature. The mixture was refluxed for 16 h. Cooled to ambient temperature, the solvent was removed under reduced pressure t...